From a dataset of the Open Reaction Database (ORD), a public repository of structured organic reaction records. describe an organic reaction: reactants, conditions, products, and yield Run in C(Cl)(Cl)(Cl)Cl (carbon tetrachloride), C(Cl)(Cl)(Cl)Cl (carbon tetrachloride). Conditions: time 3 hour. The product is ClC(C1=CC=CC=C1)=NO (α-chlorobenzaldehyde oxime). Isolated yield 99.7%. Reported procedure: A solution of chlorine (1.5 g) in carbon tetrachloride (42 ml) was added in portions in a stirred partial solution of benzaldehyde oxime [2.5 g; 1H NMR: δ8.18 (1H, s), 9.40 (1H, brs) ppm] in carbon tetrachloride (20 ml) at room temperature. Following the addition, the reaction mixture was stirred at room temperature for 3 hours then poured into water. The organic layer was separated, dried and concentrated to give almost pure α-chlorobenzaldehyde oxime (3.2 g) as a yellow liquid. A solution of s... The reactants are O (water), ClCl (chlorine), C(C1=CC=CC=C1)=NO (benzaldehyde oxime). RXN SMILES: [Cl:1]Cl.[CH:3](=[N:10][OH:11])[C:4]1[CH:9]=[CH:8][CH:7]=[CH:6][CH:5]=1.O>C(Cl)(Cl)(Cl)Cl>[Cl:1][C:3](=[N:10][OH:11])[C:4]1[CH:9]=[CH:8][CH:7]=[CH:6][CH:5]=1. Starting materials: SC1=NC=CC=N1 (2-mercapto-pyrimidine), C(C)(C)(C)C1=NC(=CC(=N1)N1CCN(CC1)CCCCl)C1CCC1 (2-tert-butyl-4-[4-(3-chloro-propyl)-piperazin-1-yl]-6-cyclobutyl-pyrimidine), [OH-].[Li+] (lithium hydroxide), [I-].[Na+] (sodium iodide). The solvent is CN(C=O)C (dimethylformamide). Reaction conditions: temperature 60 celsius. Yields the product Cl.C(C)(C)(C)C1=NC(=CC(=N1)C1CCC1)N1CCN(CC1)CCCSC1=NC=CC=N1 (2-tert-Butyl-4-cyclobutyl-6-{4-[3-(pyrimidin-2-ylsulfanyl)-propyl]-piperazin-1-yl}-pyrimidine hydrochloride), Cl (hydrochloric acid). Reaction SMILES: [SH:1][C:2]1[N:7]=[CH:6][CH:5]=[CH:4][N:3]=1.[OH-].[Li+].[I-].[Na+].[C:12]([C:16]1[N:21]=[C:20]([N:22]2[CH2:27][CH2:26][N:25]([CH2:28][CH2:29][CH2:30][Cl:31])[CH2:24][CH2:23]2)[CH:19]=[C:18]([CH:32]2[CH2:35][CH2:34][CH2:33]2)[N:17]=1)([CH3:15])([CH3:14])[CH3:13]>CN(C)C=O>[ClH:31].[C:12]([C:16]1[N:17]=[C:18]([CH:32]2[CH2:33][CH2:34][CH2:35]2)[CH:19]=[C:20]([N:22]2[CH2:27][CH2:26][N:25]([CH2:28][CH2:29][CH2:30][S:1][C:2]3[N:7]=[CH:6][CH:5]=[CH:4][N:3]=3)[CH2:24][CH2:23]2)[N:21]=1)([CH3:15])([CH3:13])[CH3:14].[ClH:31] |f:1.2,3.4,7.8|. Procedure details: 0.4 g of 2-mercapto-pyrimidine (3.57 mmol) were dissolved in 20 ml of dimethylformamide. After addition of 0.09 g of lithium hydroxide (3.57 mmol) and 0.27 g of sodium iodide (1.78 mmol), the reaction mixture was stirred at 60° C. and 1.25 g of 2-tert-butyl-4-[4-(3-chloro-propyl)-piperazin-1-yl]-6-cyclobutyl-pyrimidine (3.57 mmol) were added in portions. The mixture was stirred at 60° C. for 1 h. After cooling, the dimethylformamide was evaporated and the residue was partitioned between 30 ml of... The reactants are C(C)(=O)NC1=CC=CC=C1 (acetanilide), ClS(=O)(=O)O (chlorosulfonic acid), S(N)(O)(=O)=O (sulfamic acid), S(=O)(Cl)Cl (thionyl chloride), ice water. Run at temperature 60 celsius, time 60 minute. Yields the product C(C)(=O)NC1=CC=C(C=C1)S(=O)(=O)Cl (4-Acetamidobenzenesulfonyl chloride). RXN SMILES: [C:1]([NH:4][C:5]1[CH:10]=[CH:9][CH:8]=[CH:7][CH:6]=1)(=[O:3])[CH3:2].[Cl:11][S:12](O)(=[O:14])=[O:13].S(=O)(=O)(O)N.S(Cl)(Cl)=O>>[C:1]([NH:4][C:5]1[CH:10]=[CH:9][C:8]([S:12]([Cl:11])(=[O:14])=[O:13])=[CH:7][CH:6]=1)(=[O:3])[CH3:2]. Procedure: 135.2 g (1.0 mol) of acetanilide are added in portions to 349.5 g (3.0 mol) of chlorosulfonic acid and 2 g of sulfamic acid such that the temperature remains at 40° C. The mixture is then heated to 60° C. and stirred at this temperature for 60 minutes, then 142.8 g (1.2 mol) of thionyl chloride are added dropwise over the course of 2 hours and the mixture is stirred until evolution of gas has ended. For working up, the mixture is dripped into ice water, and the precipitated crystals are filtered... The reactants are CC(C)(CN1CCOCC1)Nc1ccc(Br)cc1[N+](=O)[O-], CCOC(C)=O, [H][H]. Yields the product CC(C)(CN1CCOCC1)Nc1ccc(Br)cc1N. Reaction SMILES: [Br:1][c:2]1[cH:3][c:4]([N+:19]([O-:20])=[O:21])[c:5]([NH:8][C:9]([CH2:10][N:11]2[CH2:12][CH2:13][O:14][CH2:15][CH2:16]2)([CH3:17])[CH3:18])[cH:6][cH:7]1.[CH3:24][CH2:25][O:26][C:27]([CH3:28])=[O:29].[H:22][H:23]>>[Br:1][c:2]1[cH:3][c:4]([NH2:19])[c:5]([NH:8][C:9]([CH2:10][N:11]2[CH2:12][CH2:13][O:14][CH2:15][CH2:16]2)([CH3:17])[CH3:18])[cH:6][cH:7]1. Starting materials: CCOCC (ether), NC1=C(C(=NN1C1=C(C=C(C=C1Cl)C(F)(F)F)Cl)C#N)I (5-amino-3-cyano-1-(2,6-dichloro-4-trifluoromethylphenyl)-4-iodopyrazole), C(O)([O-])=O.[Na+] (sodium hydrogen carbonate), C1(=CC=CC=C1)B(O)O (phenylboronic acid). Reagents/catalysts: C=1C=CC(=CC1)[P](C=2C=CC=CC2)(C=3C=CC=CC3)[Pd]([P](C=4C=CC=CC4)(C=5C=CC=CC5)C=6C=CC=CC6)([P](C=7C=CC=CC7)(C=8C=CC=CC8)C=9C=CC=CC9)[P](C=1C=CC=CC1)(C=1C=CC=CC1)C=1C=CC=CC1 (tetrakis(triphenylphosphine)palladium(0)). The solvent is O (water), C1(=CC=CC=C1)C (toluene), C(C)O (ethanol). Run at time 8 hour. Product: NC1=C(C(=NN1C1=C(C=C(C=C1Cl)C(F)(F)F)Cl)C#N)C1=CC=CC=C1 (5-Amino-3-cyano-1-(2,6-dichloro-4-trifluoromethylphenyl)-4-phenylpyrazole). As a reaction SMILES: [NH2:1][C:2]1[N:6]([C:7]2[C:12]([Cl:13])=[CH:11][C:10]([C:14]([F:17])([F:16])[F:15])=[CH:9][C:8]=2[Cl:18])[N:5]=[C:4]([C:19]#[N:20])[C:3]=1I.C(=O)([O-])O.[Na+].[C:27]1(B(O)O)[CH:32]=[CH:31][CH:30]=[CH:29][CH:28]=1.CCOCC>C1(C)C=CC=CC=1.C(O)C.C1C=CC([P]([Pd]([P](C2C=CC=CC=2)(C2C=CC=CC=2)C2C=CC=CC=2)([P](C2C=CC=CC=2)(C2C=CC=CC=2)C2C=CC=CC=2)[P](C2C=CC=CC=2)(C2C=CC=CC=2)C2C=CC=CC=2)(C2C=CC=CC=2)C2C=CC=CC=2)=CC=1.O>[NH2:1][C:2]1[N:6]([C:7]2[C:12]([Cl:13])=[CH:11][C:10]([C:14]([F:17])([F:16])[F:15])=[CH:9][C:8]=2[Cl:18])[N:5]=[C:4]([C:19]#[N:20])[C:3]=1[C:27]1[CH:32]=[CH:31][CH:30]=[CH:29][CH:28]=1 |f:1.2,^1:54,56,75,94|. Reported procedure: To a rapidly stirred solution of 5-amino-3-cyano-1-(2,6-dichloro-4-trifluoromethylphenyl)-4-iodopyrazole (0.25 g) in toluene (2 ml) containing tetrakis(triphenylphosphine)palladium(0) (0.02 g) was added saturated aqueous sodium hydrogen carbonate solution (1 ml) and a solution of phenylboronic acid (0.1 g) in ethanol (1 ml). The mixture was heated under reflux for 1 hour, then left at room temperature overnight and then poured into ether (25 ml) and water (25ml). The organic layer was separated,... The reactants are P(=O)(O)(O)OC[C@@H]1[C@H]([C@H]([C@@H](O1)N1C=NC=2C(O)=NC=NC12)O)O (inosine-5'-monophosphate), N[C@@H](CCCNC(N)=N)C(=O)O (arginine), C1(CCCCC1)N=C=NC1CCCCC1 (dicyclohexylcarbodiimide). Yields the product N[C@@H](CCCNC(N)=N)C(=O)O.C1=NC(=O)C2=C(N1)N(C=N2)[C@H]3[C@@H]([C@@H]([C@H](O3)COP(=O)(O)O)O)O (Arginine 5'-inosine monophosphate). Reaction SMILES: [P:1]([O:5][CH2:6][C@H:7]1[O:11][C@@H:10]([N:12]2[C:21]3[N:20]=[CH:19][N:18]=[C:16]([OH:17])[C:15]=3[N:14]=[CH:13]2)[C@H:9]([OH:22])[C@@H:8]1[OH:23])([OH:4])([OH:3])=[O:2].[NH2:24][C@H:25]([C:33]([OH:35])=[O:34])[CH2:26][CH2:27][CH2:28][NH:29][C:30](=[NH:32])[NH2:31].C1(N=C=NC2CCCCC2)CCCCC1>>[NH2:24][C@H:25]([C:33]([OH:35])=[O:34])[CH2:26][CH2:27][CH2:28][NH:29][C:30](=[NH:31])[NH2:32].[CH:19]1[NH:20][C:21]2[N:12]([C@@H:10]3[O:11][C@H:7]([CH2:6][O:5][P:1]([OH:4])([OH:3])=[O:2])[C@@H:8]([OH:23])[C@H:9]3[OH:22])[CH:13]=[N:14][C:15]=2[C:16](=[O:17])[N:18]=1 |f:3.4|. Reported procedure: Arginine-5'-inosine monophosphate was prepared by the reaction of inosine-5'-monophosphate with arginine using dicyclohexylcarbodiimide as a condensing agent. Starting materials: N[C@](CC(=O)C1=CC=C(C=C1)C)(C(F)(F)F)C1=CC=C(C=C1)OCCCC(F)(F)F ((S)-3-Amino-4,4,4-trifluoro-1-p-tolyl-3-(4-(4,4,4-trifluorobutoxy)phenyl)-butan-1-one), C1CCC(CC1)N=C=NC2CCCCC2 (DCC), C1CCOC1 (THF), N=1N(N=NC1)CC(=O)O (2-Tetrazole acetic acid), C1CCOC1 (THF). Conditions: temperature 0 celsius, time 1 hour. Product: N1N=NN=C1CC(=O)NC(C(F)(F)F)(CC(C1=CC=C(C=C1)C)=O)C1=CC=C(C=C1)OCCCC(F)(F)F (2-(1H-Tetrazol-5-yl)-N-(1,1,1-trifluoro-4-oxo-4-p-tolyl-2-(4-(4,4,4-trifluorobutoxy)-phenyl)butan-2-yl)acetamide). The yield is 152.0%. RXN SMILES: [NH2:1][C@@:2]([C:17]1[CH:22]=[CH:21][C:20]([O:23][CH2:24][CH2:25][CH2:26][C:27]([F:30])([F:29])[F:28])=[CH:19][CH:18]=1)([C:13]([F:16])([F:15])[F:14])[CH2:3][C:4]([C:6]1[CH:11]=[CH:10][C:9]([CH3:12])=[CH:8][CH:7]=1)=[O:5].C1CCC(N=C=NC2CCCCC2)CC1.[N:46]1[N:47](CC(O)=O)[N:48]=[N:49][CH:50]=1.C1C[O:58][CH2:57][CH2:56]1>>[NH:46]1[C:50]([CH2:56][C:57]([NH:1][C:2]([C:17]2[CH:22]=[CH:21][C:20]([O:23][CH2:24][CH2:25][CH2:26][C:27]([F:28])([F:29])[F:30])=[CH:19][CH:18]=2)([CH2:3][C:4](=[O:5])[C:6]2[CH:11]=[CH:10][C:9]([CH3:12])=[CH:8][CH:7]=2)[C:13]([F:16])([F:15])[F:14])=[O:58])=[N:49][N:48]=[N:47]1. Procedure: To a solution of Intermediate 2F (789 mg, 1.82 mmol) in anhydrous THF (9 ml) at 0° C. was added DCC (1.13 g, 5.46 mmol). 2-Tetrazole acetic acid (700 mg, 5.46 mmol) was added dropwise as a suspension in anhydrous THF (8 mL). The reaction was stirred at 0° C. for 1 h and then at rt overnight. The reaction was filtered and solids were rinsed with THF. The filtrate was diluted with EtOAc (40 mL), washed with sat'd Na2CO3 and sat'd aq NaCl, dried over anhydrous MgSO4, filtered and concentrated to pr... The reactants are BrBr (bromine), C(C)(=O)C=1C=CC(=C(C(=O)N)C1)OCC1=CC=CC=C1 (5-Acetyl-2-(phenylmethoxy)benzamide), BrBr (Bromine), BrBr (bromine), BrBr (bromine). The solvent is C(Cl)(Cl)Cl (chloroform). The product is C(C1=CC=CC=C1)OC1=C(C(=O)N)C=C(C=C1)C1OC1 (2-(Benzyloxy)-5-(2-oxiranyl)benzamide). The yield is 87.3%. As a reaction SMILES: [C:1]([C:4]1[CH:5]=[CH:6][C:7]([O:13][CH2:14][C:15]2[CH:20]=[CH:19][CH:18]=[CH:17][CH:16]=2)=[C:8]([CH:12]=1)[C:9]([NH2:11])=[O:10])(=[O:3])[CH3:2].BrBr>C(Cl)(Cl)Cl>[CH2:14]([O:13][C:7]1[CH:6]=[CH:5][C:4]([CH:1]2[CH2:2][O:3]2)=[CH:12][C:8]=1[C:9]([NH2:11])=[O:10])[C:15]1[CH:20]=[CH:19][CH:18]=[CH:17][CH:16]=1. Procedure: 5-Acetyl-2-(phenylmethoxy)benzamide (10.0 g, 37.1 mmol) was dissolved in chloroform and brought to reflux. Bromine (1.98 g, 12.4 mmol) was added. The solution was allowed to cool to room temperature. After 10 minutes the bromine color had disappeared and a second portion of bromine was added. A third portion of bromine was added after the color had again discharged and the solution refluxed for a further 10 minutes. The flask was allowed to cool and placed in the freezer overnight. The solvent w... Reactants: CC1=CC=C(C=C1)S(=O)(=O)OC[C@H](C)NS(=O)(=O)C1=CC=C(C=C1)C ((S)-2-(4-Methylbenzenesulfonamido)propyl 4-methyl-benzenesulfonate), N[C@H](CO)C1=CC=C(C=C1)F ((S)-2-amino-2-(4-fluorophenyl)ethanol), FC(C=1C=C(C=CC1)S(=O)(=O)Cl)(F)F (3-trifluoromethylbenzenesulfonyl chloride). As a reaction SMILES: C[C:2]1[CH:7]=[CH:6][C:5]([S:8]([O:11][CH2:12][C@@H:13]([NH:15][S:16]([C:19]2[CH:24]=[CH:23][C:22](C)=[CH:21][CH:20]=2)(=[O:18])=[O:17])[CH3:14])(=[O:10])=[O:9])=[CH:4][CH:3]=1.N[C@@H](C1[CH:35]=[CH:34][C:33]([F:36])=[CH:32][CH:31]=1)CO.[F:37][C:38]([F:50])([F:49])C1C=C(S(Cl)(=O)=O)C=CC=1>>[F:37][C:38]([F:50])([F:49])[C:3]1[CH:4]=[C:5]([S:8]([O:11][CH2:12][C@H:13]([C:14]2[CH:35]=[CH:34][C:33]([F:36])=[CH:32][CH:31]=2)[NH:15][S:16]([C:19]2[CH:20]=[CH:21][CH:22]=[C:23]([C:38]([F:50])([F:49])[F:37])[CH:24]=2)(=[O:17])=[O:18])(=[O:10])=[O:9])[CH:6]=[CH:7][CH:2]=1. Yields the product FC(C=1C=C(C=CC1)S(=O)(=O)OC[C@@H](NS(=O)(=O)C1=CC(=CC=C1)C(F)(F)F)C1=CC=C(C=C1)F)(F)F ((S)-2-(4-fluorophenyl)-2-(3-(trifluoro-methyl)benzenesulfonamido)ethyl 3-(trifluoromethyl)benzenesulfonate). Procedure details: Proceeding as described for (45), but using (S)-2-amino-2-(4-fluorophenyl)ethanol and 3-trifluoromethylbenzenesulfonyl chloride afforded (S)-2-(4-fluorophenyl)-2-(3-(trifluoro-methyl)benzenesulfonamido)ethyl 3-(trifluoromethyl)benzenesulfonate (47). MS m/z: 572.3 (M+H) (Calc'd for C22H16F7NO5S2: 571.48). Yields the product CNC(=O)C(=NOC)c1ccccc1Oc1ccccc1. The reactants are COS(=O)(=O)OC, Cc1ccccc1, [K+], CON=C(C(N)=O)c1ccccc1Oc1ccccc1, [OH-], O. Reaction SMILES: [CH3:30][O:31][S:32]([O:33][CH3:34])(=[O:35])=[O:36].[CH3:3][c:4]1[cH:5][cH:6][cH:7][cH:8][cH:9]1.[K+:2].[O:10]([c:11]1[cH:12][cH:13][cH:14][cH:15][cH:16]1)[c:17]1[c:18]([C:23]([C:24](=[O:25])[NH2:26])=[N:27][O:28][CH3:29])[cH:19][cH:20][cH:21][cH:22]1.[OH-:1].[OH2:37]>>[CH3:3][NH:26][C:24]([C:23]([c:18]1[c:17]([O:10][c:11]2[cH:12][cH:13][cH:14][cH:15][cH:16]2)[cH:22][cH:21][cH:20][cH:19]1)=[N:27][O:28][CH3:29])=[O:25].